From a dataset of the Open Reaction Database (ORD), a public repository of structured organic reaction records. describe an organic reaction: reactants, conditions, products, and yield The reactants are Cc1c(C(=O)Cl)cnn1-c1ccc(Cl)cc1, N#Cc1cc(N)ccc1N1CCC(N2CCCCC2)CC1. Product: Cc1c(C(=O)Nc2ccc(N3CCC(N4CCCCC4)CC3)c(C#N)c2)cnn1-c1ccc(Cl)cc1. Reaction SMILES: [Cl:1][c:2]1[cH:3][cH:4][c:5](-[n:8]2[n:9][cH:10][c:11]([C:14](=[O:15])[Cl:16])[c:12]2[CH3:13])[cH:6][cH:7]1.[NH2:17][c:18]1[cH:19][cH:20][c:21]([N:26]2[CH2:27][CH2:28][CH:29]([N:32]3[CH2:33][CH2:34][CH2:35][CH2:36][CH2:37]3)[CH2:30][CH2:31]2)[c:22]([C:23]#[N:24])[cH:25]1>>[Cl:1][c:2]1[cH:3][cH:4][c:5](-[n:8]2[n:9][cH:10][c:11]([C:14](=[O:15])[NH:17][c:18]3[cH:19][cH:20][c:21]([N:26]4[CH2:27][CH2:28][CH:29]([N:32]5[CH2:33][CH2:34][CH2:35][CH2:36][CH2:37]5)[CH2:30][CH2:31]4)[c:22]([C:23]#[N:24])[cH:25]3)[c:12]2[CH3:13])[cH:6][cH:7]1. Starting materials: CCOCC (ether), ClC1=C(C(=C2N=C(C(=NC2=C1)O)O)[N+](=O)[O-])NC(=O)OCC (7-chloro-6-ethoxycarbonylamino-5-nitro-2,3-dihydroxyquinoxaline), [OH-].[K+] (potassium hydroxide). The solvent is COCCO (2-methoxyethanol), COCCO (2-methoxyethanol). Run at temperature 25 celsius. Product: NC=1C(=C2N=C(C(=NC2=CC1Cl)O)O)[N+](=O)[O-] (6-amino-7-chloro-5-nitro-2,3-dihydroxyquinoxaline). The yield is 86.0%. As a reaction SMILES: [Cl:1][C:2]1[CH:11]=[C:10]2[C:5]([N:6]=[C:7]([OH:13])[C:8]([OH:12])=[N:9]2)=[C:4]([N+:14]([O-:16])=[O:15])[C:3]=1[NH:17]C(OCC)=O.[OH-].[K+].CCOCC>COCCO>[NH2:17][C:3]1[C:4]([N+:14]([O-:16])=[O:15])=[C:5]2[C:10](=[CH:11][C:2]=1[Cl:1])[N:9]=[C:8]([OH:12])[C:7]([OH:13])=[N:6]2 |f:1.2|. Procedure: A mixture of 5 g (15,4 mmol) 7-chloro-6-ethoxycarbonylamino-5-nitro-2,3-dihydroxyquinoxaline and 10 g potassium hydroxide in 60 ml 2-methoxyethanol was refluxed for 15 min. After cooling to 25° C., the reaction mixture was added 20 ml 2-methoxyethanol and 40 ml ether. The precipitated black product was filtered off and washed with ether. The crude product was dissolved in 100 ml water. Addition of 4N hydrochloric acid to pH 5-6 gave 3,4 g (87%) 6-amino-7-chloro-5-nitro-2,3-dihydroxyquinoxaline a... The product is ClC1=C(C(=O)O)C=CC(=C1SCCOC)S(=O)(=O)C (2-chloro-3-(2′-methoxyethyl)thio-4-methylsulfonylbenzoic acid). Run at time 30 minute. RXN SMILES: [Cl:1][C:2]1[C:10](F)=[C:9]([S:12]([CH3:15])(=[O:14])=[O:13])[CH:8]=[CH:7][C:3]=1[C:4]([OH:6])=[O:5].[H-].[Na+].[Na].[CH3:19][O:20][CH2:21][CH2:22][SH:23]>CN(C=O)C.O>[Cl:1][C:2]1[C:10]([S:23][CH2:22][CH2:21][O:20][CH3:19])=[C:9]([S:12]([CH3:15])(=[O:14])=[O:13])[CH:8]=[CH:7][C:3]=1[C:4]([OH:6])=[O:5] |f:1.2,^1:17|. Solvent: CN(C)C=O (DMF), O (water), CN(C)C=O (DMF), CN(C)C=O (DMF). The reactants are [H-].[Na+] (NaH), ClC1=C(C(=O)O)C=CC(=C1F)S(=O)(=O)C (2-chloro-3-fluoro-4-methylsulfonylbenzoic acid), [H-].[Na+] (NaH), [Na] (sodium), COCCS (2-methoxyethanethiol), COCCS (2-methoxyethanethiol). Reported procedure: 5.0 g (19.8 mmol) of 2-chloro-3-fluoro-4-methylsulfonylbenzoic acid (synthesis described in WO 98/42648) were taken up in 40 ml of DMF. 871 mg (21.8 mmol, purity 60% by weight) of NaH were added. The mixture was stirred at RT for 30 minutes. A reaction mixture containing the sodium salt of 2-methoxyethanethiol (prepared from a solution of 2.19 g (23.7 mmol) of 2-methoxyethanethiol in 10 ml of DMF which had been added dropwise to a suspension of 950 mg (23.7 mmol, purity 60% by weight) of NaH in ... Reactants: CC(C)(C)NS(=O)(=O)c1cccc(-c2cccc(C#N)n2)c1, CCO, Cl, NO, [Na+], [Na+], O=C([O-])[O-], O. Yields the product CC(C)(C)NS(=O)(=O)c1cccc(-c2cccc(C(=N)NO)n2)c1. As a reaction SMILES: [C:1]([CH3:2])([CH3:3])([CH3:4])[NH:5][S:6](=[O:7])(=[O:8])[c:9]1[cH:10][c:11](-[c:15]2[n:16][c:17]([C:21]#[N:22])[cH:18][cH:19][cH:20]2)[cH:12][cH:13][cH:14]1.[CH3:32][CH2:33][OH:34].[ClH:23].[NH2:24][OH:25].[Na+:26].[Na+:27].[O-:28][C:29](=[O:30])[O-:31].[OH2:35]>>[C:1]([CH3:2])([CH3:3])([CH3:4])[NH:5][S:6](=[O:7])(=[O:8])[c:9]1[cH:10][c:11](-[c:15]2[n:16][c:17]([C:21](=[NH:22])[NH:24][OH:25])[cH:18][cH:19][cH:20]2)[cH:12][cH:13][cH:14]1. Reactants: O=C1CCC(C2=CC=CC=C12)N (1,2,3,4-tetrahydro-4-oxo-1-naphthylamine), CN=C=O (methyl isocyanate). Procedure: In the manner described in Example 19, 1,2,3,4-tetrahydro-4-oxo-1-naphthylamine is allowed to react with methyl isocyanate to afford the title compound, m.p. 220° C. to 223° C. RXN SMILES: [O:1]=[C:2]1[C:11]2[C:6](=[CH:7][CH:8]=[CH:9][CH:10]=2)[CH:5]([NH2:12])[CH2:4][CH2:3]1.[CH3:13][N:14]=[C:15]=[O:16]>>[CH3:13][NH:14][C:15]([NH:12][CH:5]1[C:6]2[C:11](=[CH:10][CH:9]=[CH:8][CH:7]=2)[C:2](=[O:1])[CH2:3][CH2:4]1)=[O:16]. Yields the product CNC(=O)NC1CCC(C2=CC=CC=C12)=O (1-Methyl-3-(1,2,3,4-tetrahydro-4-oxo-1-naphthyl)urea). Starting materials: N1(CCOCC1)C=1C2=C(N=C(N1)[Sn](CCCC)(CCCC)CCCC)C=C(O2)CN2CC(C2)N2CCOCC2 (4-morpholin-4-yl-6-(3-morpholin-4-yl-azetidin-1-ylmethyl)-2-tributylstannanylfuro[3,2-d]pyrimidine), BrC1=CC=CC=2N1C=CN2 (5-bromoimidazo[1,2-a]pyridine). Reagents/catalysts: C=1C=CC(=CC1)[P](C=2C=CC=CC2)(C=3C=CC=CC3)[Pd]([P](C=4C=CC=CC4)(C=5C=CC=CC5)C=6C=CC=CC6)([P](C=7C=CC=CC7)(C=8C=CC=CC8)C=9C=CC=CC9)[P](C=1C=CC=CC1)(C=1C=CC=CC1)C=1C=CC=CC1 (tetrakis(triphenylphosphine)palladium), C1=CSC(=C1)C(=O)[O-].[Cu+] (CuTC). Solvent: O1CCOCC1 (1,4-dioxane). Yields the product N=1C=CN2C1C=CC=C2C=2N=C(C1=C(N2)C=C(O1)CN1CC(C1)N1CCOCC1)N1CCOCC1 (2-(imidazo[1,2-a]pyridin-5-yl)-4-morpholino-6-((3-morpholinoazetidin-1-yl)methyl)furo[3,2-d]pyrimidine). Yield: 47.5%. RXN SMILES: [N:1]1([C:7]2[C:8]3[O:28][C:27]([CH2:29][N:30]4[CH2:33][CH:32]([N:34]5[CH2:39][CH2:38][O:37][CH2:36][CH2:35]5)[CH2:31]4)=[CH:26][C:9]=3[N:10]=[C:11]([Sn](CCCC)(CCCC)CCCC)[N:12]=2)[CH2:6][CH2:5][O:4][CH2:3][CH2:2]1.Br[C:41]1[N:46]2[CH:47]=[CH:48][N:49]=[C:45]2[CH:44]=[CH:43][CH:42]=1>O1CCOCC1.C1C=CC([P]([Pd]([P](C2C=CC=CC=2)(C2C=CC=CC=2)C2C=CC=CC=2)([P](C2C=CC=CC=2)(C2C=CC=CC=2)C2C=CC=CC=2)[P](C2C=CC=CC=2)(C2C=CC=CC=2)C2C=CC=CC=2)(C2C=CC=CC=2)C2C=CC=CC=2)=CC=1.C1C=C(C([O-])=O)SC=1.[Cu+]>[N:49]1[CH:48]=[CH:47][N:46]2[C:41]([C:11]3[N:12]=[C:7]([N:1]4[CH2:2][CH2:3][O:4][CH2:5][CH2:6]4)[C:8]4[O:28][C:27]([CH2:29][N:30]5[CH2:31][CH:32]([N:34]6[CH2:39][CH2:38][O:37][CH2:36][CH2:35]6)[CH2:33]5)=[CH:26][C:9]=4[N:10]=3)=[CH:42][CH:43]=[CH:44][C:45]=12 |f:4.5,^1:59,61,80,99|. Procedure: A mixture of 4-morpholin-4-yl-6-(3-morpholin-4-yl-azetidin-1-ylmethyl)-2-tributylstannanylfuro[3,2-d]pyrimidine (227 mg, 0.35 mmol), 5-bromoimidazo[1,2-a]pyridine (84 mg, 0.43 mmol), tetrakis(triphenylphosphine)palladium (40 mg, 10 mol %) and CuTC (16 mg, 24 mol %) in 1,4-dioxane (4 mL) was purged with argon gas then subjected to microwave irradiation at 140° C. for 30 min. The reaction mixture was loaded onto an Isolute® SCX-2 cartridge (10 g); the cartridge was washed with MeOH/DCM before the ... Starting materials: Cl (Hydrogen chloride), OC[C@H]1N(C2=CC=CC=C2CC1)C(=O)OC(C)(C)C ((S)-tert-butyl 2-(hydroxymethyl)-3,4-dihydroquinoline-1(2H)-carboxylate). Solvent: CO (methanol). Conditions: time 30 minute. Yields the product Cl.N1[C@@H](CCC2=CC=CC=C12)CO ((S)-(1,2,3,4-Tetrahydroquinolin-2-yl)methanol hydrochloride). RXN SMILES: [ClH:1].[OH:2][CH2:3][C@@H:4]1[CH2:13][CH2:12][C:11]2[C:6](=[CH:7][CH:8]=[CH:9][CH:10]=2)[N:5]1C(OC(C)(C)C)=O>CO>[ClH:1].[NH:5]1[C:6]2[C:11](=[CH:10][CH:9]=[CH:8][CH:7]=2)[CH2:12][CH2:13][C@H:4]1[CH2:3][OH:2] |f:3.4|. Procedure: Hydrogen chloride in methanol (1.25 mol/l, 60 ml) was added to (S)-tert-butyl 2-(hydroxymethyl)-3,4-dihydroquinoline-1(2H)-carboxylate (3.98 g, 15.1 mmol) and the mixture was refluxed for 2 h. The solvent was removed in vacuo, the residue was taken up in ethanol (5 ml) and the mixture was cooled. Diethylether (200 ml) was added and the mixture was stirred in an ice bath for 30 min. The precipitate was filtered out with suction, washed with diethylether and dried in vacuo.